From a dataset of the Open Reaction Database (ORD), a public repository of structured organic reaction records. describe an organic reaction: reactants, conditions, products, and yield Reaction SMILES: [CH3:32][C:33]#[N:34].[Cl:1][c:2]1[c:3]([CH:4]=[O:5])[cH:6][cH:7][cH:8][cH:9]1.[c:10]1([P:11]([c:12]2[cH:13][cH:14][cH:15][cH:16][cH:17]2)([c:18]2[cH:19][cH:20][cH:21][cH:22][cH:23]2)=[CH:29][CH:30]=[O:31])[cH:24][cH:25][cH:26][cH:27][cH:28]1>>[Cl:1][c:2]1[c:3]([CH:4]=[CH:29][CH:30]=[O:31])[cH:6][cH:7][cH:8][cH:9]1. Starting materials: CC#N, O=Cc1ccccc1Cl, O=CC=P(c1ccccc1)(c1ccccc1)c1ccccc1. Product: O=CC=Cc1ccccc1Cl. The reactants are CCC(C)=O, [I-], O=[N+]([O-])c1ccc(CBr)cc1, O=[N+]([O-])c1ccc(Nn2cnnc2)cc1, [Na+]. The product is O=[N+]([O-])c1ccc(CN(c2ccc([N+](=O)[O-])cc2)n2cnnc2)cc1. Reaction SMILES: [CH3:29][C:30](=[O:31])[CH2:32][CH3:33].[I-:28].[N+:16](=[O:17])([O-:18])[c:19]1[cH:20][cH:21][c:22]([CH2:23][Br:24])[cH:25][cH:26]1.[N+:1](=[O:2])([O-:3])[c:4]1[cH:5][cH:6][c:7]([NH:10][n:11]2[cH:12][n:13][n:14][cH:15]2)[cH:8][cH:9]1.[Na+:27]>>[N+:1](=[O:2])([O-:3])[c:4]1[cH:5][cH:6][c:7]([N:10]([n:11]2[cH:12][n:13][n:14][cH:15]2)[CH2:23][c:22]2[cH:21][cH:20][c:19]([N+:16](=[O:17])[O-:18])[cH:26][cH:25]2)[cH:8][cH:9]1. The reactants are COC=1C=C(C=CC1O)C=O (vanilline), CC1=C(N=C(O1)C1=CC=CC=C1)CCOS(=O)(=O)C (methanesulfonic acid 2-(5-methyl-2-phenyl-oxazol-4-yl)-ethyl ester). Product: COC=1C=C(C=O)C=CC1OCCC=1N=C(OC1C)C1=CC=CC=C1 (3-methoxy-4-[2-(5-methyl-2-phenyl-oxazol-4-yl)-ethoxy]-benzaldehyde). Reaction SMILES: [CH3:1][O:2][C:3]1[CH:4]=[C:5]([CH:10]=[O:11])[CH:6]=[CH:7][C:8]=1[OH:9].[CH3:12][C:13]1[O:17][C:16]([C:18]2[CH:23]=[CH:22][CH:21]=[CH:20][CH:19]=2)=[N:15][C:14]=1[CH2:24][CH2:25]OS(C)(=O)=O>>[CH3:1][O:2][C:3]1[CH:4]=[C:5]([CH:6]=[CH:7][C:8]=1[O:9][CH2:25][CH2:24][C:14]1[N:15]=[C:16]([C:18]2[CH:23]=[CH:22][CH:21]=[CH:20][CH:19]=2)[O:17][C:13]=1[CH3:12])[CH:10]=[O:11]. Reported procedure: In analogy to the procedures described in examples 114 b], c] and d], vanilline was reacted with methanesulfonic acid 2-(5-methyl-2-phenyl-oxazol-4-yl)-ethyl ester [PCT Int. Appl. (2000) WO0008002] to give 3-methoxy-4-[2-(5-methyl-2-phenyl-oxazol-4-yl)-ethoxy]-benzaldehyde. Treatment of 3-methoxy-4-[2-(5-methyl-2-phenyl-oxazol-4-yl)-ethoxy]-benzaldehyde with (benzyloxycarbonyl-methoxy-methyl)-triphenyl-phosphonium chloride then gave 2(Z,E)-methoxy-3-{3-methoxy-4-[2-(5-methyl-2-phenyl-oxazol-4-yl...